Task: describe an organic reaction: reactants, conditions, products, and yield. Dataset: the Open Reaction Database (ORD), a public repository of structured organic reaction records Procedure: In a flame dried round-bottomed flask equipped with a magnetic stir bar and under inert atmosphere (N2), a solution of 4-[4-(2-chloro-benzyloxycarbonylamino)-pyrazol-1-ylmethyl]-thiazole-2-carboxylic acid ethyl ester (912 mg, 2.17 mmol) in THF (20.0 mL) at −78° C. was treated with DiBAL (8.70 mL of a 1M solution in toluene, 8.70 mmol). The reaction mixture was stirred at −78° C. for 1 h, then allowed to reach rt before being quenched with Rochelle's salt (100 mL). The resulting mixture was stirr... Solvent: C1CCOC1 (THF), C1(=CC=CC=C1)C (toluene). Reaction conditions: temperature -78 celsius, time 1 hour. The reactants are N#N (N2), C(C)OC(=O)C=1SC=C(N1)CN1N=CC(=C1)NC(=O)OCC1=C(C=CC=C1)Cl (4-[4-(2-chloro-benzyloxycarbonylamino)-pyrazol-1-ylmethyl]-thiazole-2-carboxylic acid ethyl ester), CC(C)C[AlH]CC(C)C (DiBAL), solution. The product is ClC1=C(COC(NC=2C=NN(C2)CC=2N=C(SC2)CO)=O)C=CC=C1 ([1-(2-Hydroxymethyl-thiazol-4-ylmethyl)-1H-pyrazol-4-yl]-carbamic acid 2-chloro-benzyl ester). As a reaction SMILES: N#N.C([O:5][C:6]([C:8]1[S:9][CH:10]=[C:11]([CH2:13][N:14]2[CH:18]=[C:17]([NH:19][C:20]([O:22][CH2:23][C:24]3[CH:29]=[CH:28][CH:27]=[CH:26][C:25]=3[Cl:30])=[O:21])[CH:16]=[N:15]2)[N:12]=1)=O)C.CC(C[AlH]CC(C)C)C>C1COCC1.C1(C)C=CC=CC=1>[Cl:30][C:25]1[CH:26]=[CH:27][CH:28]=[CH:29][C:24]=1[CH2:23][O:22][C:20](=[O:21])[NH:19][C:17]1[CH:16]=[N:15][N:14]([CH2:13][C:11]2[N:12]=[C:8]([CH2:6][OH:5])[S:9][CH:10]=2)[CH:18]=1. The reactants are C(C)(C)N(C(C)C)CC (N,N-di-iso-propylethylamine), BrCC(=O)N[C@]12[C@@H]([C@H]3CC[C@@H]4[C@]5(CC=C(C([C@@H]5CC[C@]4([C@@]3(CC1)C)C)(C)C)C1=CC=C(C(=O)OC)C=C1)C)[C@@H](CC2)C(=C)C (methyl 4-((1R,3aS,5aR,5bR,7aR,11aS,11bR,13aR,13bR)-3a-(2-bromoacetamido)-5a,5b,8,8,11a-pentamethyl-1-(prop-1-en-2-yl)-2,3,3a,4,5,5a,5b,6,7,7a,8,11,11a,11b,12,13,13a,13b-octadecahydro-1H-cyclopenta[a]chrysen-9-yl)benzoate), Br.[C@@H]12S(C[C@@H](NC1)C2)(=O)=O ((1S,4S)-2-thia-5-azabicyclo[2.2.1]heptane 2,2-dioxide, hydrobromide). Solvent: CO (MeOH), C1CCOC1 (THF). Run at temperature 155 celsius, time 5 hour. Yields the product O=S1([C@@H]2CN([C@H](C1)C2)CC(=O)N[C@]21[C@@H]([C@H]3CC[C@@H]4[C@]5(CC=C(C([C@@H]5CC[C@]4([C@@]3(CC2)C)C)(C)C)C2=CC=C(C(=O)OC)C=C2)C)[C@@H](CC1)C(=C)C)=O (methyl 4-((1R,3 aS,5aR,5bR,7aR,11aS,11bR,13aR,13bR)-3a-(2-((1S,4S)-2,2-dioxido-2-thia-5-azabicyclo[2.2.1]heptan-5-yl)acetamido)-5a,5b,8,8,11a-pentamethyl-1-(prop-1-en-2-yl)-2,3,3a,4,5,5a,5b,6,7,7a,8,11,11a,11b,12,13,13a,13b-octadecahydro-1H-cyclopenta[a]chrysen-9-yl)benzoate). Yield: 62.7%. Reaction SMILES: Br[CH2:2][C:3]([NH:5][C@:6]12[CH2:41][CH2:40][C@@H:39]([C:42]([CH3:44])=[CH2:43])[C@@H:7]1[C@@H:8]1[C@@:21]([CH3:24])([CH2:22][CH2:23]2)[C@@:20]2([CH3:25])[C@@H:11]([C@:12]3([CH3:38])[C@@H:17]([CH2:18][CH2:19]2)[C:16]([CH3:27])([CH3:26])[C:15]([C:28]2[CH:37]=[CH:36][C:31]([C:32]([O:34][CH3:35])=[O:33])=[CH:30][CH:29]=2)=[CH:14][CH2:13]3)[CH2:10][CH2:9]1)=[O:4].C(N(CC)C(C)C)(C)C.Br.[C@H:55]12[CH2:61][C@H:58]([NH:59][CH2:60]1)[CH2:57][S:56]2(=[O:63])=[O:62]>C1COCC1.CO>[O:62]=[S:56]1(=[O:63])[CH2:57][C@@H:58]2[CH2:61][C@H:55]1[CH2:60][N:59]2[CH2:2][C:3]([NH:5][C@:6]12[CH2:41][CH2:40][C@@H:39]([C:42]([CH3:44])=[CH2:43])[C@@H:7]1[C@@H:8]1[C@@:21]([CH3:24])([CH2:22][CH2:23]2)[C@@:20]2([CH3:25])[C@@H:11]([C@:12]3([CH3:38])[C@@H:17]([CH2:18][CH2:19]2)[C:16]([CH3:27])([CH3:26])[C:15]([C:28]2[CH:37]=[CH:36][C:31]([C:32]([O:34][CH3:35])=[O:33])=[CH:30][CH:29]=2)=[CH:14][CH2:13]3)[CH2:10][CH2:9]1)=[O:4] |f:2.3|. Procedure details: To a solution of methyl 4-((1R,3aS,5aR,5bR,7aR,11aS,11bR,13aR,13bR)-3a-(2-bromoacetamido)-5a,5b,8,8,11a-pentamethyl-1-(prop-1-en-2-yl)-2,3,3a,4,5,5a,5b,6,7,7a,8,11,11a,11b,12,13,13a,13b-octadecahydro-1H-cyclopenta[a]chrysen-9-yl)benzoate (95 mg, 0.143 mmol) in THF (2 mL) in a microwave reaction tube was added N,N-di-iso-propylethylamine (0.125 mL, 0.715 mmol) followed by (1S,4S)-2-thia-5-azabicyclo[2.2.1]heptane 2,2-dioxide, hydrobromide (98 mg, 0.429 mmol). The resulting slurry was heated to 15...